This data is from the Open Reaction Database (ORD), a public repository of structured organic reaction records. The task is: describe an organic reaction: reactants, conditions, products, and yield Reactants: ClCCCCCCCCOC1=CC=CC=C1 (8-Chlorooctoxybenzene), C1(=CC=CC=C1)C(C(=O)O)CC (2-phenylbutyric acid), FC(C(=O)OC(C(F)(F)F)=O)(F)F (trifluoroacetic anhydride). Run in C([O-])(O)=O.[Na+] (sodium bicarbonate), C([O-])(O)=O.[Na+] (sodium bicarbonate). Reaction conditions: time 16 hour. The product is ClCCCCCCCCOC1=CC=C(C=C1)C(C(CC)C1=CC=CC=C1)=O (1-(4-(8-Chlorooctoxy)phenyl)-2-phenyl-1-butanone). Isolated yield 80.7%. As a reaction SMILES: [Cl:1][CH2:2][CH2:3][CH2:4][CH2:5][CH2:6][CH2:7][CH2:8][CH2:9][O:10][C:11]1[CH:16]=[CH:15][CH:14]=[CH:13][CH:12]=1.[C:17]1([CH:23]([CH2:27][CH3:28])[C:24](O)=[O:25])[CH:22]=[CH:21][CH:20]=[CH:19][CH:18]=1.FC(F)(F)C(OC(=O)C(F)(F)F)=O>C(=O)(O)[O-].[Na+]>[Cl:1][CH2:2][CH2:3][CH2:4][CH2:5][CH2:6][CH2:7][CH2:8][CH2:9][O:10][C:11]1[CH:12]=[CH:13][C:14]([C:24](=[O:25])[CH:23]([C:17]2[CH:22]=[CH:21][CH:20]=[CH:19][CH:18]=2)[CH2:27][CH3:28])=[CH:15][CH:16]=1 |f:3.4|. Procedure: 8-Chlorooctoxybenzene (9.1 g, 38 mmol) was added to a stirred solution of 2-phenylbutyric acid (7.48 g, 46 mmol) in trifluoroacetic anhydride (7.5 ml, 52 mmol) and stirring continued for 16 h. The mixture was poured into saturated sodium bicarbonate solution (100 ml), neutralised by addition of sodium bicarbonate, and extracted with ether (2×100 ml). The combined organic extracts were dried (MgSO4) and concentrated in vacuo. The residues were column-chromatographed (silica; eluant 5-10% dichloro... Reactants: ClC=1C2=C(N=CN1)N(C(=C2)C=2CCNCC2)S(=O)(=O)C2=CC=CC=C2 (4-chloro-7-(phenylsulfonyl)-6-(1,2,3,6-tetrahydropyridin-4-yl)-7H-pyrrolo[2,3-d]pyrimidine), C(C)(C)N(CC)C(C)C (diisopropylethylamine), CN(C(=O)Cl)C (dimethylcarbamic chloride). The solvent is ClCCl (dichloromethane). Conditions: temperature 15 celsius, time 5 hour. Yields the product ClC=1C2=C(N=CN1)N(C(=C2)C2=CCN(CC2)C(=O)N(C)C)S(=O)(=O)C2=CC=CC=C2 (4-(4-chloro-7-(phenylsulfonyl)-7H-pyrrolo[2,3-d]pyrimidin-6-yl)-N,N-dimethyl-5,6-dihydropyridine-1(2H)-carboxamide). RXN SMILES: [Cl:1][C:2]1[C:3]2[CH:10]=[C:9]([C:11]3[CH2:12][CH2:13][NH:14][CH2:15][CH:16]=3)[N:8]([S:17]([C:20]3[CH:25]=[CH:24][CH:23]=[CH:22][CH:21]=3)(=[O:19])=[O:18])[C:4]=2[N:5]=[CH:6][N:7]=1.C(N(C(C)C)CC)(C)C.[CH3:35][N:36]([CH3:40])[C:37](Cl)=[O:38]>ClCCl>[Cl:1][C:2]1[C:3]2[CH:10]=[C:9]([C:11]3[CH2:12][CH2:13][N:14]([C:37]([N:36]([CH3:40])[CH3:35])=[O:38])[CH2:15][CH:16]=3)[N:8]([S:17]([C:20]3[CH:25]=[CH:24][CH:23]=[CH:22][CH:21]=3)(=[O:18])=[O:19])[C:4]=2[N:5]=[CH:6][N:7]=1. Procedure details: To a solution of Example 75B (4.25 g, 10.33 mmol) and diisopropylethylamine (5.41 ml, 31.0 mmol) in 120 mL dichloromethane was added dimethylcarbamic chloride (1.333 g, 12.40 mmol). The mixture was stirred at 15° C. for 5 hours. The reaction was concentrated in vacuo, and the crude material was purified via flash chromatography: Analogix Intelliflash™ 280, 80 g silica column, 1:1 hexane/ethyl acetate to give the title compound. LC-MS (ESI+) m/z 446.0 (M+H)+. Starting materials: O=C([O-])[O-], C=CCNCC=C, Nc1ccc([N+](=O)[O-])c(F)c1, [K+], [K+], O. Product: C=CCN(CC=C)c1cc(N)ccc1[N+](=O)[O-]. RXN SMILES: [C:19](=[O:20])([O-:21])[O-:22].[CH2:12]([CH:13]=[CH2:14])[NH:15][CH2:16][CH:17]=[CH2:18].[F:1][c:2]1[cH:3][c:4]([NH2:5])[cH:6][cH:7][c:8]1[N+:9](=[O:10])[O-:11].[K+:23].[K+:24].[OH2:25]>>[c:2]1([N:15]([CH2:12][CH:13]=[CH2:14])[CH2:16][CH:17]=[CH2:18])[cH:3][c:4]([NH2:5])[cH:6][cH:7][c:8]1[N+:9](=[O:10])[O-:11]. Starting materials: Cc1ccccc1Br, CC(C)(C)P(Cl)C(C)(C)C, Cc1ccccc1, Cl[Cu], [Mg], C1CCOC1, O=S(=O)(O)O. Product: Cc1ccccc1P(C(C)(C)C)C(C)(C)C. RXN SMILES: [Br:1][c:2]1[c:3]([CH3:8])[cH:4][cH:5][cH:6][cH:7]1.[C:10]([CH3:11])([CH3:12])([CH3:13])[P:14]([C:15]([CH3:16])([CH3:17])[CH3:18])[Cl:19].[CH3:32][c:33]1[cH:34][cH:35][cH:36][cH:37][cH:38]1.[Cl:30][Cu:31].[Mg:9].[O:25]1[CH2:26][CH2:27][CH2:28][CH2:29]1.[S:20](=[O:21])(=[O:22])([OH:23])[OH:24]>>[c:2]1([P:14]([C:10]([CH3:11])([CH3:12])[CH3:13])[C:15]([CH3:16])([CH3:17])[CH3:18])[c:3]([CH3:8])[cH:4][cH:5][cH:6][cH:7]1. Reactants: CC(C)(C)OC(=O)N1CCN(c2ccc(-c3oc(-c4c(F)cccc4F)nc3C(N)=O)cn2)CC1, ClCCl, Cl, C1COCCO1. RXN SMILES: [C:1]([NH2:2])(=[O:3])[c:4]1[n:5][c:6](-[c:28]2[c:29]([F:35])[cH:30][cH:31][cH:32][c:33]2[F:34])[o:7][c:8]1-[c:9]1[cH:10][cH:11][c:12]([N:15]2[CH2:16][CH2:17][N:18]([C:21]([O:22][C:23]([CH3:24])([CH3:25])[CH3:26])=[O:27])[CH2:19][CH2:20]2)[n:13][cH:14]1.[Cl:42][CH2:43][Cl:44].[ClH:45].[O:36]1[CH2:37][CH2:38][O:39][CH2:40][CH2:41]1>>[C:1]([NH2:2])(=[O:3])[c:4]1[n:5][c:6](-[c:28]2[c:29]([F:35])[cH:30][cH:31][cH:32][c:33]2[F:34])[o:7][c:8]1-[c:9]1[cH:10][cH:11][c:12]([N:15]2[CH2:16][CH2:17][NH:18][CH2:19][CH2:20]2)[n:13][cH:14]1. Yields the product NC(=O)c1nc(-c2c(F)cccc2F)oc1-c1ccc(N2CCNCC2)nc1. The reactants are OC=1C(C=CC=CC1OC1=CC=CC=C1)=O (2-hydroxy-3-phenoxy-2,4,6-cycloheptatrien-1-one), C([O-])([O-])=O.[K+].[K+] (potassium carbonate), COS(=O)(=O)OC (dimethylsulfate). The solvent is C(C)C(=O)C (methyl ethyl ketone). Yields the product COC=1C(C=CC=CC1OC1=CC=CC=C1)=O (2-methoxy-3-phenoxy-2,4,6-cycloheptatrien-1-one), COC=1C(C(=CC=CC1)OC1=CC=CC=C1)=O (2-methoxy-7-phenoxy-2,4,6-cycloheptatrien-1-one). As a reaction SMILES: [OH:1][C:2]1[C:3](=[O:16])[CH:4]=[CH:5][CH:6]=[CH:7][C:8]=1[O:9][C:10]1[CH:15]=[CH:14][CH:13]=[CH:12][CH:11]=1.[C:17](=O)([O-])[O-].[K+].[K+].[CH3:23]OS(OC)(=O)=O>C(C(C)=O)C>[CH3:17][O:1][C:2]1[C:3](=[O:16])[CH:4]=[CH:5][CH:6]=[CH:7][C:8]=1[O:9][C:10]1[CH:15]=[CH:14][CH:13]=[CH:12][CH:11]=1.[CH3:23][O:16][C:3]1[C:2](=[O:1])[C:8]([O:9][C:10]2[CH:15]=[CH:14][CH:13]=[CH:12][CH:11]=2)=[CH:7][CH:6]=[CH:5][CH:4]=1 |f:1.2.3|. Reported procedure: A mixture of 2-hydroxy-3-phenoxy-2,4,6-cycloheptatrien-1-one [13.0 g, described by Y. Kitahara, Sci. Repts. Tohoku Univ. First Ser., 39, 265-74 (1956), (CA 51, 12874f)], potassium carbonate (28.9 g), dimethylsulfate (26.5 g) and methyl ethyl ketone (680 ml) is heated at reflux for two hours. The hot mixture is filtered and the filtrate is evaporated under reduced pressure. The residue is subjected to chromatography on silica gel using ether. The appropriate fractions of the eluate are combined a... Starting materials: ClC=1C(=NC(=CC1)Cl)COC1=CC=C(C=C1)NC(C)=O (N-(4-((3,6-Dichloro-2-pyridinyl)methoxy)phenyl)acetamide), [OH-].[NH4+] (ammonium hydroxide), 41, ice water. Solvent: B(F)(F)F.CO (boron trifluoride methanol). Product: ClC=1C(=NC(=CC1)Cl)COC1=CC=C(C=C1)N (4((3,6-dichloro-2-pyridinyl)methoxy)benzenamine). As a reaction SMILES: [Cl:1][C:2]1[C:3]([CH2:9][O:10][C:11]2[CH:16]=[CH:15][C:14]([NH:17]C(=O)C)=[CH:13][CH:12]=2)=[N:4][C:5]([Cl:8])=[CH:6][CH:7]=1.[OH-].[NH4+]>B(F)(F)F.CO>[Cl:1][C:2]1[C:3]([CH2:9][O:10][C:11]2[CH:16]=[CH:15][C:14]([NH2:17])=[CH:13][CH:12]=2)=[N:4][C:5]([Cl:8])=[CH:6][CH:7]=1 |f:1.2,3.4|. Reported procedure: N-(4-((3,6-Dichloro-2-pyridinyl)methoxy)phenyl)acetamide (30.27 grams; 0.097 mole) was mixed with a 270 ml. solution of boron trifluoride-methanol (1 gram per 10 ml.) and the resulting reaction mixture refluxed for a period of 41/2 hours. The reaction mixture was then diluted and cooled with ice water to a temperature of between about 0° to about 10° C. Concentrated ammonium hydroxide was added until the reaction mixture was basic. The reaction mixture was then extracted with portions of methyle...